This data is from the Open Reaction Database (ORD), a public repository of structured organic reaction records. The task is: describe an organic reaction: reactants, conditions, products, and yield The reactants are C1(=CC=CC=C1)P(C1=CC=CC=C1)C1=CC=CC=C1 (triphenylphosphine), N(=[N+]=[N-])C1(CN(C1)C(C1=CC=CC=C1)C1=CC=CC=C1)C (3-azido-1-benzhydryl-3-methyl-azetidine). The solvent is C1CCOC1 (THF), O (water). Yields the product C(C1=CC=CC=C1)(C1=CC=CC=C1)N1CC(C1)(C)N (1-benzhydryl-3-methyl-azetidin-3-ylamine). Isolated yield 84.1%. As a reaction SMILES: C1(P(C2C=CC=CC=2)C2C=CC=CC=2)C=CC=CC=1.[N:20]([C:23]1([CH3:40])[CH2:26][N:25]([CH:27]([C:34]2[CH:39]=[CH:38][CH:37]=[CH:36][CH:35]=2)[C:28]2[CH:33]=[CH:32][CH:31]=[CH:30][CH:29]=2)[CH2:24]1)=[N+]=[N-]>C1COCC1.O>[CH:27]([N:25]1[CH2:26][C:23]([NH2:20])([CH3:40])[CH2:24]1)([C:34]1[CH:39]=[CH:38][CH:37]=[CH:36][CH:35]=1)[C:28]1[CH:29]=[CH:30][CH:31]=[CH:32][CH:33]=1. Reported procedure: A solution of triphenylphosphine (3.97 g, 15.14 mmol) and 3-azido-1-benzhydryl-3-methyl-azetidine (2.1 g, 7.57 mmol) in THF (20 mL) and water (2 mL) was stirred for 48 h. The solvent was removed in vacuo and a solution of hydrochloric acid (1M, 100 mL) was added to the residue. The aqueous solution was washed with DCM (50 mL) and the aqueous solution was basified to pH 8 with a solution of sodium hydroxide in water (1M). Then, the aqueous solution was extracted with EtOAc (3×50 mL). The combined... The reactants are CC(C)(C)OC(=O)N1CCC(Oc2c(F)c(N)c3c(=O)c(C(=O)O)cn(C4CC4)c3c2F)C1, CC(=O)O, Cl. Product: Cl, Nc1c(F)c(OC2CCNC2)c(F)c2c1c(=O)c(C(=O)O)cn2C1CC1. RXN SMILES: [C:1]([O:2][C:3](=[O:4])[N:8]1[CH2:9][CH:10]([O:13][c:14]2[c:15]([F:33])[c:16]([NH2:32])[c:17]3[c:18](=[O:31])[c:19]([C:28](=[O:29])[OH:30])[cH:20][n:21]([CH:25]4[CH2:26][CH2:27]4)[c:22]3[c:23]2[F:24])[CH2:11][CH2:12]1)([CH3:5])([CH3:6])[CH3:7].[CH3:35][C:36](=[O:37])[OH:38].[ClH:34]>>[ClH:34].[NH:8]1[CH2:9][CH:10]([O:13][c:14]2[c:15]([F:33])[c:16]([NH2:32])[c:17]3[c:18](=[O:31])[c:19]([C:28](=[O:29])[OH:30])[cH:20][n:21]([CH:25]4[CH2:26][CH2:27]4)[c:22]3[c:23]2[F:24])[CH2:11][CH2:12]1. The reactants are C(C)(C)(C)C1=C(O)C=CC(=C1)O (tert-butylhydroquinone), S(=O)(=O)([O-])[O-].[Na+].[Na+] (sodium sulfate). Reagents/catalysts: [Ag]=O (silver oxide). Run in CCOCC (ether). Conditions: time 20 minute. The product is C(C)(C)(C)C=1C(C=CC(C1)=O)=O (tert-butyl-p-benzoquinone). As a reaction SMILES: [C:1]([C:5]1[CH:11]=[C:10]([OH:12])[CH:9]=[CH:8][C:6]=1[OH:7])([CH3:4])([CH3:3])[CH3:2].S([O-])([O-])(=O)=O.[Na+].[Na+]>[Ag]=O.CCOCC>[C:1]([C:5]1[C:6](=[O:7])[CH:8]=[CH:9][C:10](=[O:12])[CH:11]=1)([CH3:4])([CH3:2])[CH3:3] |f:1.2.3|. Procedure: 30 g. of tert-butylhydroquinone (Eastman-Kodak) were dissolved in 200 ml. of anhydrous ether and 30 g. of anhydrous sodium sulfate were added. To this mixture was added 60 g. of silver oxide in small increments. An exothermic reaction ensued. After shaking for 20 minutes, the reaction mixture was filtered and the filtrate evaporated under the hood. Yellow crystals of tert-butyl-p-benzoquinone were obtained melting at 55°-60° C. Starting materials: C(Cl)Cl (DCM), FC(OC1=CC=C(C=C1)O)(F)F (4-(trifluoromethoxy)phenol), FC1=C(C=CC=C1)[N+](=O)[O-] (2-fluoro-1-nitrobenzene), C([O-])([O-])=O.[K+].[K+] (potassium carbonate). The solvent is CN(C)C=O (DMF). The product is FC(OC1=CC=C(C=C1)OC1=C(C=CC=C1)[N+](=O)[O-])(F)F (1-Trifluoromethoxy-4-(2-nitro-phenoxy)-benzene). Reaction SMILES: [F:1][C:2]([F:12])([F:11])[O:3][C:4]1[CH:9]=[CH:8][C:7]([OH:10])=[CH:6][CH:5]=1.F[C:14]1[CH:19]=[CH:18][CH:17]=[CH:16][C:15]=1[N+:20]([O-:22])=[O:21].C(=O)([O-])[O-].[K+].[K+].C(Cl)Cl>CN(C=O)C>[F:1][C:2]([F:11])([F:12])[O:3][C:4]1[CH:5]=[CH:6][C:7]([O:10][C:14]2[CH:19]=[CH:18][CH:17]=[CH:16][C:15]=2[N+:20]([O-:22])=[O:21])=[CH:8][CH:9]=1 |f:2.3.4|. Procedure details: 4-(trifluoromethoxy)phenol (1.36 ml, 10.6 mmol), 2-fluoro-1-nitrobenzene (0.74 ml, 7 mmol), potassium carbonate (1.46 g, 10.5 mmol) were mixed together in DMF (4 ml) and heated at reflux for 5 h. Allowed to cool, and evaporated in-vacuo. Residue partitioned between diethyl ether and sodium hydroxide (1 M). Organic layers combined and dried over anhydrous magnesium sulphate and evaporated in-vacuo, to afford a yellow oil, 2.34 g, >100%. Rf: 0.72 (DCM), 1HNMR (CDCl3, 270 MHz) δ 7.03 (3H, m, Ar HD,... Reactants: [Na] (sodium), C(C)I (ethyl iodide), C(C)OC(=O)C1=C(C2=C(N=C(N=C2)C)NC1=O)N (5-amino-7,8-dihydro-2-methyl-7-oxo-pyrido[2,3-d]pyrimidine-6-carboxylic acid ethyl ester), CN(C=O)C (dimethylformamide). The solvent is O (water). Run at time 3 day. The product is C(C)OC(=O)C1=C(C2=C(N=C(N=C2)C)N(C1=O)CC)N (5-Amino-7,8-dihydro-8-ethyl-2-methyl-7-oxo-pyrido-[2,3-d]pyrimidine-6-carboxylic acid ethyl ester). RXN SMILES: [Na].[CH2:2]([O:4][C:5]([C:7]1[C:17](=[O:18])[NH:16][C:10]2[N:11]=[C:12]([CH3:15])[N:13]=[CH:14][C:9]=2[C:8]=1[NH2:19])=[O:6])[CH3:3].CN(C)C=O.[CH2:25](I)[CH3:26]>O>[CH2:2]([O:4][C:5]([C:7]1[C:17](=[O:18])[N:16]([CH2:25][CH3:26])[C:10]2[N:11]=[C:12]([CH3:15])[N:13]=[CH:14][C:9]=2[C:8]=1[NH2:19])=[O:6])[CH3:3] |^1:0|. Procedure: To a solution containing 5.4 g. (0.02 mole) of the sodium salt of 5-amino-7,8-dihydro-2-methyl-7-oxo-pyrido[2,3-d]pyrimidine-6-carboxylic acid ethyl ester in 50 ml. of dimethylformamide was added 9.35 g. (0.06 mole) of ethyl iodide. The reaction mixture was heated to 50° for 4 hours; cooled in ice and then poured into one liter of water. The reaction mixture was kept in a cold room for 3 days and was then filtered. The product amounted to 3.4 g. (m.p. 230°-231°). The analytical sample was obtain... Yields the product COC=1C=C2C(=C(NC2=CC1)C)\C=C/1\C(N=C(S1)NC#N)=O ((Z)-[4,5-dihydro-5-[(5-methoxy-2-methyl-1H-indol-3-yl)methylene]-4-oxo-2-thiazolyl]cyanamide). Solvent: O (water). The yield is 73.8%. As a reaction SMILES: CC(C)([O-])C.[K+].[N:7]#[C:8][NH2:9].C(O)(C)(C)C.[CH3:15][O:16][C:17]1[CH:18]=[C:19]2[C:23](=[CH:24][CH:25]=1)[NH:22][C:21]([CH3:26])=[C:20]2/[CH:27]=[C:28]1/[C:29](=[O:35])[N:30]=[C:31](SC)[S:32]/1>O>[CH3:15][O:16][C:17]1[CH:18]=[C:19]2[C:23](=[CH:24][CH:25]=1)[NH:22][C:21]([CH3:26])=[C:20]2/[CH:27]=[C:28]1/[C:29](=[O:35])[N:30]=[C:31]([NH:9][C:8]#[N:7])[S:32]/1 |f:0.1|. Procedure details: To a room temperature suspension of potassium t-butoxide (73 mg, 0.65 mmols) and cyanamide (96 mg, 2.27 mmols) in mL of t-butanol is added (Z)-5-[(5-methoxy-2-methyl-1H-indol-3-yl)methylene]-2-(methylthio)-4(5H)-thiazolone (146 mg, 0.46 mmols). The mixture is heated at reflux for 5 minutes, then cooled to room temperature. The mixture is poured into 50 mL of water and the orange solution is washed with diethyl ether. The layers are separated and the aqueous layer is acidified with 10% aqueous hy... Reactants: CC(C)([O-])C.[K+] (potassium t-butoxide), N#CN (cyanamide), C(C)(C)(C)O (t-butanol), COC=1C=C2C(=C(NC2=CC1)C)\C=C/1\C(N=C(S1)SC)=O ((Z)-5-[(5-methoxy-2-methyl-1H-indol-3-yl)methylene]-2-(methylthio)-4(5H)-thiazolone). As a reaction SMILES: [C:29](=[O:30])([O-:31])[O-:32].[CH3:1][N:2]([CH2:3][CH2:4][NH:5][C:6](=[O:7])[c:8]1[cH:9][cH:10][cH:11][c:12]2[n:13][c:14]3[cH:15][cH:16][c:17]4[c:18]([c:19]3[n:20][c:21]12)[cH:22][cH:23][cH:24][c:25]4[C:26]#[N:27])[CH3:28].[CH3:38][CH2:39][OH:40].[ClH:35].[K+:33].[K+:34].[NH2:36][OH:37]>>[CH3:1][N:2]([CH2:3][CH2:4][NH:5][C:6](=[O:7])[c:8]1[cH:9][cH:10][cH:11][c:12]2[n:13][c:14]3[cH:15][cH:16][c:17]4[c:18]([c:19]3[n:20][c:21]12)[cH:22][cH:23][cH:24][c:25]4[C:26](=[NH:27])[NH:36][OH:37])[CH3:28]. Starting materials: O=C([O-])[O-], CN(C)CCNC(=O)c1cccc2nc3ccc4c(C#N)cccc4c3nc12, CCO, Cl, [K+], [K+], NO. Yields the product CN(C)CCNC(=O)c1cccc2nc3ccc4c(C(=N)NO)cccc4c3nc12. Starting materials: C(C=C)OC(=O)N1[C@@H](C[C@@H](C1)SC(C1=CC=CC=C1)(C1=CC=CC=C1)C1=CC=CC=C1)CI ((2S,4S)-N-allyloxycarbonyl-2-iodomethyl-4-tritylthiopyrrolidine), [Si](C)(C)(C(C)(C)C)N1C(=O)N(C(=O)C1)[Si](C)(C)C(C)(C)C (N,N'-bis(tert-butyldimethylsilyl)hydantoin), C(C)(C)NC(C)C (diisopropylamine), [Cl-].[NH4+] (ammonium chloride), CN(P(N(C)C)(N(C)C)=O)C (hexamethylphosphoric triamide). Run in O1CCCC1 (tetrahydrofuran), O1CCCC1 (tetrahydrofuran), O1CCCC1 (tetrahydrofuran), C(C)(=O)OCC (ethyl acetate). Conditions: time 10 minute. Yields the product C(C=C)OC(=O)N1[C@@H](C[C@@H](C1)SC(C1=CC=CC=C1)(C1=CC=CC=C1)C1=CC=CC=C1)CC1C(NC(N1[Si](C)(C)C(C)(C)C)=O)=O ((2R,4S)-N-allyloxycarbonyl-2-(1-tert-butyldimethylsilyl-2,4-dioxoimidazolidin-5-ylmethyl)-4-tritylthiopyrrolidine). The yield is 45.4%. RXN SMILES: C(NC(C)C)(C)C.[Si:8]([N:15]1[CH2:21][C:19](=[O:20])[N:18]([Si](C(C)(C)C)(C)C)[C:16]1=[O:17])([C:11]([CH3:14])([CH3:13])[CH3:12])([CH3:10])[CH3:9].CN(C)P(=O)(N(C)C)N(C)C.[CH2:40]([O:43][C:44]([N:46]1[CH2:50][C@@H:49]([S:51][C:52]([C:65]2[CH:70]=[CH:69][CH:68]=[CH:67][CH:66]=2)([C:59]2[CH:64]=[CH:63][CH:62]=[CH:61][CH:60]=2)[C:53]2[CH:58]=[CH:57][CH:56]=[CH:55][CH:54]=2)[CH2:48][C@H:47]1[CH2:71]I)=[O:45])[CH:41]=[CH2:42].[Cl-].[NH4+]>O1CCCC1.C(OCC)(=O)C>[CH2:40]([O:43][C:44]([N:46]1[CH2:50][C@@H:49]([S:51][C:52]([C:65]2[CH:70]=[CH:69][CH:68]=[CH:67][CH:66]=2)([C:59]2[CH:60]=[CH:61][CH:62]=[CH:63][CH:64]=2)[C:53]2[CH:58]=[CH:57][CH:56]=[CH:55][CH:54]=2)[CH2:48][C@H:47]1[CH2:71][CH:21]1[N:15]([Si:8]([C:11]([CH3:12])([CH3:13])[CH3:14])([CH3:9])[CH3:10])[C:16](=[O:17])[NH:18][C:19]1=[O:20])=[O:45])[CH:41]=[CH2:42] |f:4.5|. Reported procedure: A 1.6M n-butyllithium-hexane solution (4.1 ml, 6.56 mmol) was dropwise added to a solution of diisopropylamine (1 ml, 7.14 mmol) in tetrahydrofuran (5 ml) under a nitrogen stream at -78° C., and the reaction solution was stirred at the same temperature for 10 minutes and under cooling with ice for 30 minutes. A solution of N,N'-bis(tert-butyldimethylsilyl)hydantoin (1.65 g, 5.02 mmol) in tetrahydrofuran (2 ml) was dropwise added to this reaction solution at -78° C. This solution was stirred at t... Starting materials: O=C([O-])[O-], Cl, CCCCCCCCCCCCCCCCCCOCC(CI)(COCCCCCCCCCCCCCCCCCC)COCCCCCCCCCCCCCCCCCC, [K+], [K+], CN(C)C=O, O=C1c2ccccc2-c2ccc(O)cc21. Yields the product CCCCCCCCCCCCCCCCCCOCC(COCCCCCCCCCCCCCCCCCC)(COCCCCCCCCCCCCCCCCCC)COc1ccc2c(c1)C(=O)c1ccccc1-2. As a reaction SMILES: [C:79](=[O:80])([O-:81])[O-:82].[ClH:85].[I:1][CH2:2][C:3]([CH2:4][O:5][CH2:6][CH2:7][CH2:8][CH2:9][CH2:10][CH2:11][CH2:12][CH2:13][CH2:14][CH2:15][CH2:16][CH2:17][CH2:18][CH2:19][CH2:20][CH2:21][CH2:22][CH3:23])([CH2:24][O:25][CH2:26][CH2:27][CH2:28][CH2:29][CH2:30][CH2:31][CH2:32][CH2:33][CH2:34][CH2:35][CH2:36][CH2:37][CH2:38][CH2:39][CH2:40][CH2:41][CH2:42][CH3:43])[CH2:44][O:45][CH2:46][CH2:47][CH2:48][CH2:49][CH2:50][CH2:51][CH2:52][CH2:53][CH2:54][CH2:55][CH2:56][CH2:57][CH2:58][CH2:59][CH2:60][CH2:61][CH2:62][CH3:63].[K+:83].[K+:84].[O:86]=[CH:87][N:88]([CH3:89])[CH3:90].[OH:64][c:65]1[cH:66][c:67]2[c:75]([cH:76][cH:77]1)-[c:74]1[c:69]([cH:70][cH:71][cH:72][cH:73]1)[C:68]2=[O:78]>>[CH2:2]([C:3]([CH2:4][O:5][CH2:6][CH2:7][CH2:8][CH2:9][CH2:10][CH2:11][CH2:12][CH2:13][CH2:14][CH2:15][CH2:16][CH2:17][CH2:18][CH2:19][CH2:20][CH2:21][CH2:22][CH3:23])([CH2:24][O:25][CH2:26][CH2:27][CH2:28][CH2:29][CH2:30][CH2:31][CH2:32][CH2:33][CH2:34][CH2:35][CH2:36][CH2:37][CH2:38][CH2:39][CH2:40][CH2:41][CH2:42][CH3:43])[CH2:44][O:45][CH2:46][CH2:47][CH2:48][CH2:49][CH2:50][CH2:51][CH2:52][CH2:53][CH2:54][CH2:55][CH2:56][CH2:57][CH2:58][CH2:59][CH2:60][CH2:61][CH2:62][CH3:63])[O:64][c:65]1[cH:66][c:67]2[c:75]([cH:76][cH:77]1)-[c:74]1[c:69]([cH:70][cH:71][cH:72][cH:73]1)[C:68]2=[O:78].